This data is from the Open Reaction Database (ORD), a public repository of structured organic reaction records. The task is: describe an organic reaction: reactants, conditions, products, and yield Reactants: C(C)(C)(C)OC(=O)N[C@@H](C(C)C)C1=C(C(=O)OCC)C=C(C=N1)Cl (ethyl(S)-2-(1-((tert-butoxycarbonyl)amino)-2-methylpropyl)-5-chloronicotinate), C(C)OC(CC(C(C1COCC1)NC(=O)OC(C)(C)C)=O)=O (ethyl4-((tert-butoxycarbonyl)amino)-3-oxo-4-(tetrahydrofuran-3-yl)butanoate). The product is C(C)OC(C1=C(N=CC(=C1)Cl)C(C1COCC1)NC(=O)OC(C)(C)C)=O (Ethyl2-(((tert-butoxycarbonyl)amino)(tetrahydrofuran-3-yl)methyl)-5-chloronicotinate). RXN SMILES: [C:1]([O:5][C:6]([NH:8][C@H:9]([C:13]1[N:23]=[CH:22][C:21]([Cl:24])=[CH:20][C:14]=1[C:15]([O:17][CH2:18][CH3:19])=[O:16])[CH:10]([CH3:12])[CH3:11])=[O:7])([CH3:4])([CH3:3])[CH3:2].[CH2:25]([O:27]C(=O)CC(=O)C(NC(OC(C)(C)C)=O)C1CCOC1)C>>[CH2:18]([O:17][C:15](=[O:16])[C:14]1[CH:20]=[C:21]([Cl:24])[CH:22]=[N:23][C:13]=1[CH:9]([NH:8][C:6]([O:5][C:1]([CH3:4])([CH3:2])[CH3:3])=[O:7])[CH:10]1[CH2:11][CH2:25][O:27][CH2:12]1)[CH3:19]. Procedure: Procedure same as that for ethyl(S)-2-(1-((tert-butoxycarbonyl)amino)-2-methylpropyl)-5-chloronicotinate, using ethyl4-((tert-butoxycarbonyl)amino)-3-oxo-4-(tetrahydrofuran-3-yl)butanoate as a starting material. 1H NMR (CD3OD, 400 MHz): δ 8.73 (s, 1H), 8.24 (s, 1H), 5.66 (d, J=8.0 Hz, 1H), 4.61 (s, 1H), 4.45 (q, J=6.8 Hz, 2H), 3.92-3.86 (m, 1H), 3.82-3.56 (m, 3H), 2.82-2.86 (m, 1H), 1.95 (q, J=7.2 Hz, 1H), 1.74 (q, J=6.8 Hz, 1H), 1.44 (t, J=7.2 Hz, 3H), 1.40 (d, J=6.8 Hz, 9H). Run in CCCCCC (hexane). The reactants are C=C (Ethylene), C=CC (propylene), C(C)=C1C2C=CC(C1)C2 (5-ethylidene-2-norbornene), C1C=CC2C1C3CC2C=C3 (dicyclopentadiene), stainless steel. RXN SMILES: C=C.[CH2:3]=[CH:4]C.[CH:6](=[C:8]1CC2CC1C=C2)[CH3:7].[CH2:15]1[CH:19]2[CH:20]3[CH:24]=[CH:23][CH:22]([CH:18]2[CH:17]=[CH:16]1)[CH2:21]3>CCCCCC>[CH2:3]=[CH2:4].[CH2:7]=[CH:6][CH3:8].[CH:15](=[C:19]1[CH2:18][CH:22]2[CH2:21][CH:20]1[CH:24]=[CH:23]2)[CH3:16].[CH2:15]1[CH:19]2[CH:20]3[CH:24]=[CH:23][CH:22]([CH:18]2[CH:17]=[CH:16]1)[CH2:21]3 |f:5.6.7.8|. Yields the product C=C.C=CC.C(C)=C1C2C=CC(C1)C2.C1C=CC2C1C3CC2C=C3 (ethylene/propylene 5-ethylidene-2-norbornene dicyclopentadiene). Reported procedure: Ethylene, propylene, 5-ethylidene-2-norbornene and dicyclopentadiene were continuously co-polymerized in a 100-liter polymerization vessel, made of stainless steel, equipped with stirring blades. Briefly, hexane was continuously fed as a solvent for polymerization to a lower site of the polymerization vessel at a rate of 83 liters/hour. On the other hand, the polymerization solution was continuously withdrawn from an upper site so that the polymerization solution in the polymerization vessel was... Starting materials: C(CC)P1(OP(OP(O1)(=O)CCC)(=O)CCC)=O (T3P), CCCP(=O)(O)O (1-propylphosphonic acid cyclic anhydride), CN1C(N(C(C=2C1=CN(C2C=2C=C(C=CC2)C)CCCC(=O)O)=O)C)=O (4-(1,3-Dimethyl-2,4-dioxo-5-m-tolyl-3,4-dihydro-1H-pyrrolo[3,4-d]pyrimidin-6(2H)-yl)butanoic acid). The solvent is C(C)(=O)OCC (ethyl acetate), CN(C)C=O (DMF), CN(C)C=O (DMF). Run at temperature 100 celsius, time 1 hour. The product is CN1C(N(C(C=2C1=C1C(CCCN1C2C=2C=C(C=CC2)C)=O)=O)C)=O (1,3-Dimethyl-5-m-tolyl-8,9-dihydropyrimido[4,5-a]indolizine-2,4,10(1H,3H,7H)-trione). Reaction SMILES: C(P1(=O)OP(CCC)(=O)OP(CCC)(=O)O1)CC.CCCP(O)(O)=O.[CH3:26][N:27]1[C:32]2=[CH:33][N:34]([CH2:43][CH2:44][CH2:45][C:46]([OH:48])=O)[C:35]([C:36]3[CH:37]=[C:38]([CH3:42])[CH:39]=[CH:40][CH:41]=3)=[C:31]2[C:30](=[O:49])[N:29]([CH3:50])[C:28]1=[O:51]>CN(C=O)C.C(OCC)(=O)C>[CH3:26][N:27]1[C:32]2=[C:33]3[N:34]([C:35]([C:36]4[CH:37]=[C:38]([CH3:42])[CH:39]=[CH:40][CH:41]=4)=[C:31]2[C:30](=[O:49])[N:29]([CH3:50])[C:28]1=[O:51])[CH2:43][CH2:44][CH2:45][C:46]3=[O:48]. Reported procedure: A solution of T3P® (1-propylphosphonic acid cyclic anhydride 50% solution in DMF) (1.0M, 329 μL, 0.56 mmol) was added to solid 4-(1,3-dimethyl-2,4-dioxo-5-m-tolyl-3,4-dihydro-1H-pyrrolo[3,4-d]pyrimidin-6(2H)-yl)butanoic acid (step 2) (200 mg, 0.56 mmol), giving a paste. DMF (1 mL) was added and a solution formed. The solution was stirred at room temperature for 1 hour and at 100° C. for 1 hour. The reaction mixture was diluted with ethyl acetate (10 mL) and washed with sat. sodium bicarbonate (1... Reactants: C1(CCCC1)C1=C(C=CC=C1)O (2-cyclopentyl phenol), [Br-].[Br-].[Br-].C(CCC)[N+](CCCC)(CCCC)CCCC.C(CCC)[N+](CCCC)(CCCC)CCCC.C(CCC)[N+](CCCC)(CCCC)CCCC (Tetrabutyl ammonium tribromide). The solvent is C(Cl)(Cl)Cl (CHCl3), C(Cl)(Cl)Cl (CHCl3). Product: BrC1=CC(=C(C=C1)O)C1CCCC1 (4-bromo-2-cyclopentylphenol). RXN SMILES: [CH:1]1([C:6]2[CH:11]=[CH:10][CH:9]=[CH:8][C:7]=2[OH:12])[CH2:5][CH2:4][CH2:3][CH2:2]1.[Br-:13].[Br-].[Br-].C([N+](CCCC)(CCCC)CCCC)CCC.C([N+](CCCC)(CCCC)CCCC)CCC.C([N+](CCCC)(CCCC)CCCC)CCC>C(Cl)(Cl)Cl>[Br:13][C:10]1[CH:9]=[CH:8][C:7]([OH:12])=[C:6]([CH:1]2[CH2:2][CH2:3][CH2:4][CH2:5]2)[CH:11]=1 |f:1.2.3.4.5.6|. Reported procedure: 2-cyclopentyl phenol (3.0 g, 0.0185 mol) was dissolved in CHCl3 (100 mL) and magnetically stirred at room temperature. To this solution was added a solution of Tetrabutyl ammonium tribromide (8.92 g, 0.0185 mol) in CHCl3 (100 mL). The resulting yellow solution was allowed to stir at room temperature for 1 hour. The reaction was quenched with a 5% solution of sodium thiosulfate (200 mL). The biphasic mixture was stirred for 15 min. The organics were separated and concentrated. The residue was dis...